Dataset: the Open Reaction Database (ORD), a public repository of structured organic reaction records. Task: describe an organic reaction: reactants, conditions, products, and yield Reactants: Cl[Sn]Cl (SnCl2), NC=1C=C(C(=O)O)C=CC1C (3-amino-4-methylbenzoic acid), N(=O)[O-].[Na+] (NaNO2). Run in Cl (HCl), Cl (HCl), CC(=O)O (AcOH), O (water). Reaction conditions: temperature 0 celsius, time 20 minute. Product: Cl.N(N)C=1C=C(C(=O)O)C=CC1C (3-Hydrazino-4-methylbenzoic acid hydrochloride). As a reaction SMILES: [N:1]([O-])=O.[Na+].[NH2:5][C:6]1[CH:7]=[C:8]([CH:12]=[CH:13][C:14]=1[CH3:15])[C:9]([OH:11])=[O:10].[Cl:16][Sn]Cl>O.Cl.CC(O)=O>[ClH:16].[NH:5]([C:6]1[CH:7]=[C:8]([CH:12]=[CH:13][C:14]=1[CH3:15])[C:9]([OH:11])=[O:10])[NH2:1] |f:0.1,7.8|. Reported procedure: A solution of 2.74 g of NaNO2 in 28 ml of water is added over 30 minutes to a solution, cooled to -5° C., of 5 g of 3-amino-4-methylbenzoic acid in 120 ml of concentrated HCl and 40 ml AcOH, and the mixture is left stirring for 1 hour 20 minutes at 0° C. After cooling to -10° C., a solution of 27.6 g of SnCl2 ·2H2O in 28 ml of concentrated HCl is added slowly. After stirring for 1 hour at RT, filtration, washing of the precipitate with 5 ml of 1N HCl and drying over P2O5 under vacuum, 6.15 g of ... Starting materials: O=C([O-])[O-], CC(=O)N1CC2(CCCCCC2)CC1=O, CCO, Cl, [K+], [K+]. Yields the product O=C1CC2(CCCCCC2)CN1. RXN SMILES: [C:16](=[O:17])([O-:18])[O-:19].[C:1](=[O:2])([CH3:3])[N:4]1[CH2:5][C:6]2([CH2:7][C:8]1=[O:9])[CH2:10][CH2:11][CH2:12][CH2:13][CH2:14][CH2:15]2.[CH3:23][CH2:24][OH:25].[ClH:22].[K+:20].[K+:21]>>[NH:4]1[CH2:5][C:6]2([CH2:7][C:8]1=[O:9])[CH2:10][CH2:11][CH2:12][CH2:13][CH2:14][CH2:15]2. The reactants are C(C)(=O)OC\1C(CCC(CC(=O)OC(C(/C=C1)C)\C(=C\C=C\C(CC1C(C(C(CC)OC(C)OCC)C)O1)(C)OC(C)OCC)\C)OC(C)OCC)C ((8E,12E,14E)-7-acetoxy-3,16,21-tris(1-ethoxyethoxy)-6,10,12,16,20-pentamethyl-18,19-epoxytricosa-8,12,14-trien-11-olide), crude product, C([O-])([O-])=O.[K+].[K+] (Potassium carbonate). Solvent: C(C)(=O)OCC (ethyl acetate), CO (methanol). Run at time 3 hour. The product is C(C)OC(C)OC1CC(=O)OC(C(/C=C/C(C(CC1)C)O)C)\C(=C\C=C\C(CC1C(C(C(CC)OC(C)OCC)C)O1)(C)OC(C)OCC)\C ((8E,12E,14E)-3,16,21-tris(1-ethoxyethoxy)-7-hydroxy-6,10,12,16,20-pentamethyl-18,19-epoxytricosa-8,12,14-trien-11-olide). Yield: 74.9%. RXN SMILES: C([O:4][CH:5]1[CH:6]([CH3:53])[CH2:7][CH2:8][CH:9]([O:47][CH:48]([O:50][CH2:51][CH3:52])[CH3:49])[CH2:10][C:11]([O:13][CH:14](/[C:19](/[CH3:46])=[CH:20]/[CH:21]=[CH:22]/[C:23]([O:40][CH:41]([O:43][CH2:44][CH3:45])[CH3:42])([CH3:39])[CH2:24][CH:25]2[O:38][CH:26]2[CH:27]([CH3:37])[CH:28]([O:31][CH:32]([O:34][CH2:35][CH3:36])[CH3:33])[CH2:29][CH3:30])[CH:15]([CH3:18])[CH:16]=[CH:17]1)=[O:12])(=O)C.C(=O)([O-])[O-].[K+].[K+]>CO.C(OCC)(=O)C>[CH2:51]([O:50][CH:48]([O:47][CH:9]1[CH2:8][CH2:7][CH:6]([CH3:53])[CH:5]([OH:4])[CH:17]=[CH:16][CH:15]([CH3:18])[CH:14](/[C:19](/[CH3:46])=[CH:20]/[CH:21]=[CH:22]/[C:23]([O:40][CH:41]([O:43][CH2:44][CH3:45])[CH3:42])([CH3:39])[CH2:24][CH:25]2[O:38][CH:26]2[CH:27]([CH3:37])[CH:28]([O:31][CH:32]([O:34][CH2:35][CH3:36])[CH3:33])[CH2:29][CH3:30])[O:13][C:11](=[O:12])[CH2:10]1)[CH3:49])[CH3:52] |f:1.2.3|. Reported procedure: (8E,12E,14E)-7-acetoxy-3,16,21-tris(1-ethoxyethoxy)-6,10,12,16,20-pentamethyl-18,19-epoxytricosa-8,12,14-trien-11-olide (186 mg) as the crude product was dissolved in methanol (2 mL). Potassium carbonate (75.0 mg, 543 μmol) was added to the reaction mixture, and the reaction mixture was stirred at room temperature for three hours. This reaction solution was diluted with ethyl acetate (50 mL), and the organic layer was washed with brine (10 mL) twice. The organic layer was dried over anhydrous so...